Dataset: the Open Reaction Database (ORD), a public repository of structured organic reaction records. Task: describe an organic reaction: reactants, conditions, products, and yield The reactants are oil, CN1N=CC(=C1C1(CCC2(OCCO2)CC1)O)[N+](=O)[O-] (8-(2-methyl-4-nitro-pyrazol-3-yl)-1,4-dioxaspiro[4.5]decan-8-ol), COCCN(CCOC)S(F)(F)F (deoxo-Fluor), Cl (HCl), C(=O)(O)[O-].[Na+] (NaHCO3). Solvent: C1CCOC1 (THF), C(Cl)Cl (DCM), C1CCOC1 (THF), O (Water). Reaction conditions: time 1 hour. Product: FC1(CCC(CC1)=O)C=1N(N=CC1[N+](=O)[O-])C (4-fluoro-4-(2-methyl-4-nitro-pyrazol-3-yl)cyclohexanone). RXN SMILES: [CH3:1][N:2]1[C:6]([C:7]2(O)[CH2:16][CH2:15][C:10]3(OCC[O:11]3)[CH2:9][CH2:8]2)=[C:5]([N+:18]([O-:20])=[O:19])[CH:4]=[N:3]1.COCCN(S(F)(F)[F:31])CCOC.C([O-])(O)=O.[Na+].Cl>C(Cl)Cl.C1COCC1.O>[F:31][C:7]1([C:6]2[N:2]([CH3:1])[N:3]=[CH:4][C:5]=2[N+:18]([O-:20])=[O:19])[CH2:16][CH2:15][C:10](=[O:11])[CH2:9][CH2:8]1 |f:2.3|. Reported procedure: To a solution of 8-(2-methyl-4-nitro-pyrazol-3-yl)-1,4-dioxaspiro[4.5]decan-8-ol (3.68 g, 13.0 mmol) in dry DCM (80 mL) under nitrogen was added dropwise a solution of deoxo-Fluor® (50% in THF, 14.1 mL, 39.0 mmol). The reaction mixture was stirred at room temperature for 1 hr. After cooling to 0° C., saturated aqueous NaHCO3 (100 mL) was added, dropwise initially, and the mixture was extracted with DCM (2×75 mL). The combined organic layers were dried over MgSO4, and concentrated under reduced p... Starting materials: Cl (HCl), CN1C(CCCC1(C)C)(C)C (1,2,2,6,6-pentamethylpiperidine), BrC=1C=C2C(=C(C=NC2=CC1)[N+](=O)[O-])Cl (6-bromo-4-chloro-3-nitro-quinoline), NC=1C(=NN(C1)C)C (4-amino-1,3-dimethylpyrazole). Run in CC(=O)N(C)C (DMA). Reaction conditions: temperature 50 celsius, time 4.5 hour. Yields the product BrC=1C=C2C(=C(C=NC2=CC1)[N+](=O)[O-])NC=1C(=NN(C1)C)C ((6-Bromo-3-nitro-quinolin-4-yl)-(1,3-dimethyl-1H-pyrazol-4-yl)-amine). RXN SMILES: [Br:1][C:2]1[CH:3]=[C:4]2[C:9](=[CH:10][CH:11]=1)[N:8]=[CH:7][C:6]([N+:12]([O-:14])=[O:13])=[C:5]2Cl.[NH2:16][C:17]1[C:18]([CH3:23])=[N:19][N:20]([CH3:22])[CH:21]=1.Cl.CN1C(C)(C)CCCC1(C)C>CC(N(C)C)=O>[Br:1][C:2]1[CH:3]=[C:4]2[C:9](=[CH:10][CH:11]=1)[N:8]=[CH:7][C:6]([N+:12]([O-:14])=[O:13])=[C:5]2[NH:16][C:17]1[C:18]([CH3:23])=[N:19][N:20]([CH3:22])[CH:21]=1. Reported procedure: To a mixture of 6-bromo-4-chloro-3-nitro-quinoline (Stage A.4, 3.0 g, 20.43 mmol) and 4-amino-1,3-dimethylpyrazole.HCl (ChemCollect, Remscheid, Germany, 1.85 g, 12.53 mmol) in DMA (45 ml) was added 1,2,2,6,6-pentamethylpiperidine (6.67 ml, 36.5 mmol). The RM was stirred at 50° C. for 4.5 h. Then the RM was cooled down to rt and quenched with H2O. The suspension was filtered, the solid cake was washed with H2O and dried under vacuum, before being dissolved in EtOAc. The solution was washed with b... Reactants: BrCCBr (1,2-dibromoethane), C([O-])([O-])=O.[K+].[K+] (potassium carbonate), NC1=C(C=C2C(=C(C=NC2=C1)C#N)NC1=C(C=C(C=C1)Cl)Cl)O (7-amino-4-(2,4-dichloroanilino)-6-hydroxy-3-quinolinecarbonitrile). The solvent is C(C)OCCO (2-ethoxyethanol). Conditions: temperature 150 celsius. The product is ClC1=C(NC2=C(C=NC=3C=C4C(=CC23)OCCN4)C#N)C=CC(=C1)Cl (9-(2,4-Dichloroanilino)-3,4-dihydro-2H-[1,4]oxazino[2,3-g]quinoline-8-carbonitrile). Yield: 14.7%. As a reaction SMILES: [NH2:1][C:2]1[CH:11]=[C:10]2[C:5]([C:6]([NH:14][C:15]3[CH:20]=[CH:19][C:18]([Cl:21])=[CH:17][C:16]=3[Cl:22])=[C:7]([C:12]#[N:13])[CH:8]=[N:9]2)=[CH:4][C:3]=1[OH:23].Br[CH2:25][CH2:26]Br.C(=O)([O-])[O-].[K+].[K+]>C(OCCO)C>[Cl:22][C:16]1[CH:17]=[C:18]([Cl:21])[CH:19]=[CH:20][C:15]=1[NH:14][C:6]1[C:5]2[CH:4]=[C:3]3[O:23][CH2:25][CH2:26][NH:1][C:2]3=[CH:11][C:10]=2[N:9]=[CH:8][C:7]=1[C:12]#[N:13] |f:2.3.4|. Procedure details: An amount of 1100 mg (3.2 mmol) of 7-amino-4-(2,4-dichloroanilino)-6-hydroxy-3-quinolinecarbonitrile was stirred in 2-ethoxyethanol (250 mL), and to this were added 1,2-dibromoethane (6.5 g, 34 mmol), and potassium carbonate (2.7 g, 19.2 mmol). The mixture was heated at 150° C. for 0.5 hours, cooled to room temperature, and filtered through a Magnesol pad. The filtrate was evaporated to a brown oil, taken up in ethyl acetate and basified with saturated sodium bicarbonate solution. After separati... Starting materials: O=C1CC(C(O1)C(=O)OC(C1=CC=CC=C1)C1=CC=CC=C1)C(=O)OC(C)(C)C (3-tert-butyl 2-diphenylmethyl (2RS,3RS)-5-oxotetrahydrofuran-2,3-dicarboxylate). Reagents/catalysts: [C].[Pd] (palladium-carbon). The solvent is C(C)(=O)OCC (ethyl acetate). Conditions: time 15 hour. Product: C(C)(C)(C)OC(=O)C1C(OC(C1)=O)C(=O)O ((2RS,3RS)-3-tert-butoxycarbonyl-5-oxotetrahydrofuran-2-carboxylic Acid). The yield is 76.8%. RXN SMILES: [O:1]=[C:2]1[O:6][CH:5]([C:7]([O:9]C(C2C=CC=CC=2)C2C=CC=CC=2)=[O:8])[CH:4]([C:23]([O:25][C:26]([CH3:29])([CH3:28])[CH3:27])=[O:24])[CH2:3]1>C(OCC)(=O)C.[C].[Pd]>[C:26]([O:25][C:23]([CH:4]1[CH2:3][C:2](=[O:1])[O:6][CH:5]1[C:7]([OH:9])=[O:8])=[O:24])([CH3:29])([CH3:27])[CH3:28] |f:2.3|. Procedure details: 148 mg of 3-tert-butyl 2-diphenylmethyl (2RS,3RS)-5-oxotetrahydrofuran-2,3-dicarboxylate was dissolved in 4 ml of ethyl acetate, and 15 mg of a 10% palladium-carbon catalyst was added thereto, followed by catalytic reduction for 15 hours at room temperature under hydrogen atmospheric pressure. The catalyst was filtered off, and then, the solvent was distilled off under reduced pressure. The residue was washed with benzene to obtain 66 mg of above-identified compound as white crystalline powder. Starting materials: C1[C@H]([C@@H]([C@H]([C@@H]([C@H]1N)O[C@@H]2[C@@H]([C@H]([C@@H]([C@H](O2)CN)O)O)O)O)O[C@@H]3[C@@H]([C@H]([C@@H]([C@H](O3)CO)O)N)O)N.OS(=O)(=O)O (kanamycin sulfate). Run in O=C[C@H](O)[C@@H](O)[C@H](O)[C@H](O)CO (glucose). Run at temperature 120 celsius. Product: C1[C@H]([C@@H]([C@H]([C@@H]([C@H]1N)O[C@@H]2[C@@H]([C@H]([C@@H]([C@H](O2)CN)O)O)O)O)O[C@@H]3[C@@H]([C@H]([C@@H]([C@H](O3)CO)O)N)O)N (kanamycin), C1[C@H]([C@@H]([C@H]([C@@H]([C@H]1N)O[C@@H]2[C@@H]([C@H]([C@@H]([C@H](O2)CN)O)O)O)O)O[C@@H]3[C@@H]([C@H]([C@@H]([C@H](O3)CO)O)N)O)N.OS(=O)(=O)O (kanamycin sulfate). The yield is 186.0%. As a reaction SMILES: [CH2:1]1[C@H:6]([NH2:7])[C@@H:5]([O:8][C@H:9]2[O:14][C@H:13]([CH2:15][NH2:16])[C@@H:12]([OH:17])[C@H:11]([OH:18])[C@H:10]2[OH:19])[C@H:4]([OH:20])[C@@H:3]([O:21][C@H:22]2[O:27][C@H:26]([CH2:28][OH:29])[C@@H:25]([OH:30])[C@H:24]([NH2:31])[C@H:23]2[OH:32])[C@@H:2]1[NH2:33].[OH:34][S:35]([OH:38])(=[O:37])=[O:36]>O=C[C@@H]([C@H]([C@@H]([C@@H](CO)O)O)O)O>[CH2:1]1[C@H:6]([NH2:7])[C@@H:5]([O:8][C@H:9]2[O:14][C@H:13]([CH2:15][NH2:16])[C@@H:12]([OH:17])[C@H:11]([OH:18])[C@H:10]2[OH:19])[C@H:4]([OH:20])[C@@H:3]([O:21][C@H:22]2[O:27][C@H:26]([CH2:28][OH:29])[C@@H:25]([OH:30])[C@H:24]([NH2:31])[C@H:23]2[OH:32])[C@@H:2]1[NH2:33].[CH2:1]1[C@H:6]([NH2:7])[C@@H:5]([O:8][C@H:9]2[O:14][C@H:13]([CH2:15][NH2:16])[C@@H:12]([OH:17])[C@H:11]([OH:18])[C@H:10]2[OH:19])[C@H:4]([OH:20])[C@@H:3]([O:21][C@H:22]2[O:27][C@H:26]([CH2:28][OH:29])[C@@H:25]([OH:30])[C@H:24]([NH2:31])[C@H:23]2[OH:32])[C@@H:2]1[NH2:33].[OH:37][S:35]([OH:38])(=[O:36])=[O:34] |f:0.1,4.5|. Procedure details: Simulated kanamycin culture broth is prepared by adding 80 mg of kanamycin sulfate to 160 ml of a glucose bouillon medium, which s sterilized under heating at 120°C for 15 minutes and cooled. The culture broth is then passed through a column of 1.5 cm in diameter packed with 30 g of the selective adsorbing particles obtained in Example 2 at a flowing velocity of 0.5 ml/minute. The column is then washed with water and further eluted with 0.01 N HCl-methanol (1 : 1). Respective active fractions ar... The product is N1=CC=CC2=CC=C(C=C12)CC(=O)OC (Methyl 7-quinolinylacetate). Procedure details: To a solution of example 11A (1.98 g, 10.59 mmol) in 40 mL of anhydrous methanol was slowly added SOCl2 (1.5 mL, 31.7 mmol), and a drop of dimethylformamide as catalyst. The mixture was refluxed for 5 hrs and then concentrated under reduced pressure. The residue was dissolved in water (10 mL) and neutralized with aqueous sodium bicarbonate to pH 8. The product was extracted with methylene chloride, dried with anhydrous sodium sulfate and concentrated under reduced pressure to afford 2.13 g of th... Reagents/catalysts: CN(C=O)C (dimethylformamide). The reactants are N1=CC=CC2=CC=C(C=C12)CC(=O)O (7-Quinolinylacetic acid), O=S(Cl)Cl (SOCl2), CO (methanol). As a reaction SMILES: [N:1]1[C:10]2[C:5](=[CH:6][CH:7]=[C:8]([CH2:11][C:12]([OH:14])=[O:13])[CH:9]=2)[CH:4]=[CH:3][CH:2]=1.O=S(Cl)Cl.[CH3:19]O>CN(C)C=O>[N:1]1[C:10]2[C:5](=[CH:6][CH:7]=[C:8]([CH2:11][C:12]([O:14][CH3:19])=[O:13])[CH:9]=2)[CH:4]=[CH:3][CH:2]=1. The reactants are CCOC(=O)c1cc(C)c(C#N)c(OC)n1, C1CCOC1, CO, [Na+], [OH-]. Product: COc1nc(C(=O)O)cc(C)c1C#N. As a reaction SMILES: [C:1](#[N:2])[c:3]1[c:4]([CH3:16])[cH:5][c:6]([C:11](=[O:12])[O:13][CH2:14][CH3:15])[n:7][c:8]1[O:9][CH3:10].[CH2:21]1[O:22][CH2:23][CH2:24][CH2:25]1.[CH3:19][OH:20].[Na+:18].[OH-:17]>>[C:1](#[N:2])[c:3]1[c:4]([CH3:16])[cH:5][c:6]([C:11](=[O:12])[OH:13])[n:7][c:8]1[O:9][CH3:10].